Dataset: the Open Reaction Database (ORD), a public repository of structured organic reaction records. Task: describe an organic reaction: reactants, conditions, products, and yield Starting materials: COC1=CC=C(CS[C@H]2C[C@H](N(C2)C(=O)OCC2=CC=C(C=C2)[N+](=O)[O-])C(=O)O)C=C1 ((2S,4S)-4-(4-methoxybenzyl)thio-1-(4-nitrobenzyloxycarbonyl)-L-proline), C1=CN(C=N1)C(=O)N2C=CN=C2 (N,N-carbonyldiimidazole), FC(C(=O)O)(F)F.[N+](=O)([O-])C1=CC=C(COC(=O)N=C(NCCC(=O)NC2CNC2)NC(=O)OCC2=CC=C(C=C2)[N+](=O)[O-])C=C1 (3-[3-[2,3-Di(4-nitrobenzyloxycarbonyl)guanidino]propanoylamino]azetidine trifluoroacetate). The solvent is C(C)#N (acetonitrile), C(C)#N (acetonitrile). Reaction conditions: time 30 minute. Product: C(C)(C)N(C(C)C)CC (N,N-diisopropylethylamine), compound. RXN SMILES: CO[C:3]1[CH:31]=CC(CS[C@@H]2CN(C(OCC3C=CC([N+]([O-])=O)=CC=3)=O)[C@H](C(O)=O)C2)=C[CH:4]=1.C1N=CN(C(N2C=NC=C2)=O)C=1.FC(F)(F)C(O)=O.[N+](C1C=CC(COC(N=C(NC(OCC2C=CC([N+]([O-])=O)=CC=2)=O)NC[CH2:66][C:67]([NH:69][CH:70]2[CH2:73]N[CH2:71]2)=O)=O)=CC=1)([O-])=O>C(#N)C>[CH:3]([N:69]([CH2:67][CH3:66])[CH:70]([CH3:71])[CH3:73])([CH3:31])[CH3:4] |f:2.3|. Reported procedure: To a solution of (2S,4S)-4-(4-methoxybenzyl)thio-1-(4-nitrobenzyloxycarbonyl)-L-proline (909 mg) in anhydrous acetonitrile (13 ml), N,N-carbonyldiimidazole (346 mg) was added, followed by stirring at room temperature for 30 minutes. To the reaction mixture, N,N-diisopropylethylamine (338 μl) and a solution of the compound (1.68 g), which had been obtained in (2), in anhydrous acetonitrile (15 ml) were added and the mixture was stirred overnight at room temperature. Dichloromethane was added to t... Starting materials: CC(C)CS(=O)(=O)Cl, Cl, Cl, Cc1cc(NCc2ccc(Cl)c(Cl)c2)c2cccc(OCCN)c2n1. The product is Cc1cc(NCc2ccc(Cl)c(Cl)c2)c2cccc(OCCNS(=O)(=O)CC(C)C)c2n1. Reaction SMILES: [CH2:28]([CH:29]([CH3:30])[CH3:31])[S:32](=[O:33])(=[O:34])[Cl:35].[ClH:1].[ClH:2].[NH2:3][CH2:4][CH2:5][O:6][c:7]1[cH:8][cH:9][cH:10][c:11]2[c:12]([NH:18][CH2:19][c:20]3[cH:21][c:22]([Cl:27])[c:23]([Cl:26])[cH:24][cH:25]3)[cH:13][c:14]([CH3:17])[n:15][c:16]12>>[NH:3]([CH2:4][CH2:5][O:6][c:7]1[cH:8][cH:9][cH:10][c:11]2[c:12]([NH:18][CH2:19][c:20]3[cH:21][c:22]([Cl:27])[c:23]([Cl:26])[cH:24][cH:25]3)[cH:13][c:14]([CH3:17])[n:15][c:16]12)[S:32]([CH2:28][CH:29]([CH3:30])[CH3:31])(=[O:33])=[O:34]. RXN SMILES: [CH3:16][C:17](=[O:18])[O:19][C:20](=[O:21])[CH3:22].[OH:1][c:2]1[c:3]([C:4](=[O:5])[O:6][CH3:7])[cH:8][c:9]([NH:12][C:13]([CH3:14])=[O:15])[cH:10][cH:11]1.[cH:23]1[cH:24][cH:25][n:26][cH:27][cH:28]1>>[O:1]([c:2]1[c:3]([C:4](=[O:5])[O:6][CH3:7])[cH:8][c:9]([NH:12][C:13]([CH3:14])=[O:15])[cH:10][cH:11]1)[C:17]([CH3:16])=[O:18]. The product is COC(=O)c1cc(NC(C)=O)ccc1OC(C)=O. Reactants: CC(=O)OC(C)=O, COC(=O)c1cc(NC(C)=O)ccc1O, c1ccncc1. The product is Nc1ccc(C2CCCCC2)c([N+](=O)[O-])c1. Reactants: Nc1ccc(C2CCCCC2)cc1, [K+], O=[N+]([O-])[O-], [Na+], [OH-], O, O=S(=O)(O)O. RXN SMILES: [CH:1]1([c:7]2[cH:8][cH:9][c:10]([NH2:11])[cH:12][cH:13]2)[CH2:2][CH2:3][CH2:4][CH2:5][CH2:6]1.[K+:23].[N+:19](=[O:20])([O-:21])[O-:22].[Na+:25].[OH-:24].[OH2:26].[S:14](=[O:15])(=[O:16])([OH:17])[OH:18]>>[CH:1]1([c:7]2[cH:8][cH:9][c:10]([NH2:11])[cH:12][c:13]2[N+:19](=[O:20])[O-:21])[CH2:2][CH2:3][CH2:4][CH2:5][CH2:6]1.